Dataset: the Open Reaction Database (ORD), a public repository of structured organic reaction records. Task: describe an organic reaction: reactants, conditions, products, and yield Starting materials: COC=1C=C(CC2N(CCC3=CC(=C(C=C23)O)OC)CC(=O)NC2CCC3=CC=CC=C23)C=CC1OC (2-[1-(3,4-dimethoxy-benzyl)-7-hydroxy-6-methoxy-3,4-dihydro-1H-isoquinolin-2-yl]-N-(indan-1-yl)-acetamide), ClC1=NC=C(C=C1)Cl (2,5-dichloro-pyridine). Yields the product COC=1C=C(CC2N(CCC3=CC(=C(C=C23)OC2=NC=C(C=C2)Cl)OC)CC(=O)NC2CCC3=CC=CC=C23)C=CC1OC (2-[1-(3,4-dimethoxy-benzyl)-6-methoxy-7-(5-chloro-pyridin-2-yloxy)-3,4-dihydro-1H-isoquinolin-2-yl]-N-(indan-1-yl)-acetamide). RXN SMILES: [CH3:1][O:2][C:3]1[CH:4]=[C:5]([CH:33]=[CH:34][C:35]=1[O:36][CH3:37])[CH2:6][CH:7]1[C:16]2[C:11](=[CH:12][C:13]([O:18][CH3:19])=[C:14]([OH:17])[CH:15]=2)[CH2:10][CH2:9][N:8]1[CH2:20][C:21]([NH:23][CH:24]1[C:32]2[C:27](=[CH:28][CH:29]=[CH:30][CH:31]=2)[CH2:26][CH2:25]1)=[O:22].Cl[C:39]1[CH:44]=[CH:43][C:42]([Cl:45])=[CH:41][N:40]=1>>[CH3:1][O:2][C:3]1[CH:4]=[C:5]([CH:33]=[CH:34][C:35]=1[O:36][CH3:37])[CH2:6][CH:7]1[C:16]2[C:11](=[CH:12][C:13]([O:18][CH3:19])=[C:14]([O:17][C:39]3[CH:44]=[CH:43][C:42]([Cl:45])=[CH:41][N:40]=3)[CH:15]=2)[CH2:10][CH2:9][N:8]1[CH2:20][C:21]([NH:23][CH:24]1[C:32]2[C:27](=[CH:28][CH:29]=[CH:30][CH:31]=2)[CH2:26][CH2:25]1)=[O:22]. Procedure: prepared by reaction of 2-[1-(3,4-dimethoxy-benzyl)-7-hydroxy-6-methoxy-3,4-dihydro-1H-isoquinolin-2-yl]-N-(indan-1-yl)-acetamide with 2,5-dichloro-pyridine Starting materials: ClC1=C(C=CC=C1)C(C)OC(NC=1C(=NOC1C1=CC=C(C=C1)B1OC(C(O1)(C)C)(C)C)C)=O ({3-methyl-5-[4-(4,4,5,5-tetramethyl-[1,3,2]dioxaborolan-2-yl)-phenyl]-isoxazol-4-yl}-carbamic acid 1-(2-chloro-phenyl)-ethyl ester), C(C)OC(CC1=C(C=CC(=C1)Br)F)=O ((5-bromo-2-fluoro-phenyl)-acetic acid ethyl ester). Reagents/catalysts: Cl[Pd]Cl.C1(=CC=CC=C1)P([C-]1C=CC=C1)C1=CC=CC=C1.[C-]1(C=CC=C1)P(C1=CC=CC=C1)C1=CC=CC=C1.[Fe+2] ((1,1′-bis(diphenylphosphino)ferrocene)-dichloropalladium(II)). The product is C(C)OC(CC=1C=C(C=CC1F)C1=CC=C(C=C1)C1=C(C(=NO1)C)NC(=O)OC(C)C1=C(C=CC=C1)Cl)=O ((4′-{-4-[1-(2-chloro-phenyl)-ethoxycarbonylamino]-3-methyl-isoxazol-5-yl}-4-fluoro-biphenyl-3-yl)-acetic acid ethyl ester). RXN SMILES: [Cl:1][C:2]1[CH:7]=[CH:6][CH:5]=[CH:4][C:3]=1[CH:8]([O:10][C:11](=[O:34])[NH:12][C:13]1[C:14]([CH3:33])=[N:15][O:16][C:17]=1[C:18]1[CH:23]=[CH:22][C:21](B2OC(C)(C)C(C)(C)O2)=[CH:20][CH:19]=1)[CH3:9].[CH2:35]([O:37][C:38](=[O:48])[CH2:39][C:40]1[CH:45]=[C:44](Br)[CH:43]=[CH:42][C:41]=1[F:47])[CH3:36]>Cl[Pd]Cl.C1(P(C2C=CC=CC=2)[C-]2C=CC=C2)C=CC=CC=1.[C-]1(P(C2C=CC=CC=2)C2C=CC=CC=2)C=CC=C1.[Fe+2]>[CH2:35]([O:37][C:38](=[O:48])[CH2:39][C:40]1[CH:45]=[C:44]([C:21]2[CH:20]=[CH:19][C:18]([C:17]3[O:16][N:15]=[C:14]([CH3:33])[C:13]=3[NH:12][C:11]([O:10][CH:8]([C:3]3[CH:4]=[CH:5][CH:6]=[CH:7][C:2]=3[Cl:1])[CH3:9])=[O:34])=[CH:23][CH:22]=2)[CH:43]=[CH:42][C:41]=1[F:47])[CH3:36] |f:2.3.4.5|. Procedure: Following the procedure described in Example 17, Step 2, {3-methyl-5-[4-(4,4,5,5-tetramethyl-[1,3,2]dioxaborolan-2-yl)-phenyl]-isoxazol-4-yl}-carbamic acid 1-(2-chloro-phenyl)-ethyl ester, (5-bromo-2-fluoro-phenyl)-acetic acid ethyl ester, and (1,1′-bis(diphenylphosphino)ferrocene)-dichloropalladium(II) were reacted to provide (4′-{-4-[1-(2-chloro-phenyl)-ethoxycarbonylamino]-3-methyl-isoxazol-5-yl}-4-fluoro-biphenyl-3-yl)-acetic acid ethyl ester, which was hydrolyzed to the acid as described in... Conditions: time 2 hour. Product: FC(C1=C(C(=O)OCC)C=C(C=N1)CNC(C(C)C)=O)F (ethyl 2-(difluoromethyl)-5-(isobutyramidomethyl)nicotinate). Starting materials: CCN(C(C)C)C(C)C (DIPEA), C(C(C)C)(=O)Cl (isobutyryl chloride), C(C)(C)(C)OC(=O)NCC=1C=NC(=C(C(=O)OCC)C1)C(F)F (ethyl 5-(((tert-butoxycarbonyl)amino)methyl)-2-(difluoromethyl)nicotinate). As a reaction SMILES: C(O[C:6]([NH:8][CH2:9][C:10]1[CH:11]=[N:12][C:13]([CH:21]([F:23])[F:22])=[C:14]([CH:20]=1)[C:15]([O:17][CH2:18][CH3:19])=[O:16])=[O:7])(C)(C)C.CCN(C(C)C)[CH:27]([CH3:29])[CH3:28].C(Cl)(=O)C(C)C>Cl.CCO.CCOC(C)=O>[F:23][CH:21]([F:22])[C:13]1[N:12]=[CH:11][C:10]([CH2:9][NH:8][C:6](=[O:7])[CH:27]([CH3:29])[CH3:28])=[CH:20][C:14]=1[C:15]([O:17][CH2:18][CH3:19])=[O:16]. The solvent is Cl (HCl), CCO (EtOH), CCOC(=O)C (EtOAc). Yield: 44.1%. Procedure details: A solution of ethyl 5-(((tert-butoxycarbonyl)amino)methyl)-2-(difluoromethyl)nicotinate (500 mg, 1.51 mmol) in HCl in EtOH (2 mL) was stirred at rt for 2 h. The reaction mixture was concentrated and the concentrate was dissolved in DMF (2 mL). The solution was treated with DIPEA (464 mg, 3.60 mmol) and isobutyryl chloride (115 mg, 1.08 mmol) at rt. The reaction mixture was stirred for 2 h before it was diluted with EtOAc and was washed with H2O and brine. The organic layer was separated, dried, ... The reactants are COC(=O)c1ccccc1N, CC(C)O, COC(OC)OC, Nc1nnn[nH]1. Yields the product COC(=O)c1ccccc1N=CNc1nnn[nH]1. As a reaction SMILES: [C:14]([c:15]1[c:16]([NH2:17])[cH:18][cH:19][cH:20][cH:21]1)(=[O:22])[O:23][CH3:24].[CH3:25][CH:26]([OH:27])[CH3:28].[CH3:7][O:8][CH:9]([O:10][CH3:11])[O:12][CH3:13].[NH2:1][c:2]1[n:3][n:4][n:5][nH:6]1>>[NH:1]([c:2]1[nH:3][n:4][n:5][n:6]1)[CH:7]=[N:17][c:16]1[c:15]([C:14](=[O:22])[O:23][CH3:24])[cH:21][cH:20][cH:19][cH:18]1. Reported procedure: A mixture of 3-amino-6-chlorochromone (8 g, 0.041 mole) and dimethyl acetylenedicarboxylate (10.5 g, 0.074 mole) in methanol (150 ml) was stirred at room temperature for 2 days. The product was filtered off and washed with methanol. Recrystallization from ethyl acetate gave yellow crystals (11 g, 80%), m.p. 158°-160°. Isolated yield 79.4%. Solvent: CO (methanol). Run at time 2 day. Product: ClC=1C=CC2=C(C(C(=CO2)NC(C(=O)OC)=CC(=O)OC)=O)C1 (Dimethyl 2-[(6-chloro-4-oxo-4H-1-benzopyran-3-yl)amino]-2-butenedioate). The reactants are NC1=COC2=CC=C(C=C2C1=O)Cl (3-amino-6-chlorochromone), C(#CC(=O)OC)C(=O)OC (dimethyl acetylenedicarboxylate). Reaction SMILES: [NH2:1][C:2]1[C:11](=[O:12])[C:10]2[C:5](=[CH:6][CH:7]=[C:8]([Cl:13])[CH:9]=2)[O:4][CH:3]=1.[C:14]([C:20]([O:22][CH3:23])=[O:21])#[C:15][C:16]([O:18][CH3:19])=[O:17]>CO>[Cl:13][C:8]1[CH:7]=[CH:6][C:5]2[O:4][CH:3]=[C:2]([NH:1][C:15](=[CH:14][C:20]([O:22][CH3:23])=[O:21])[C:16]([O:18][CH3:19])=[O:17])[C:11](=[O:12])[C:10]=2[CH:9]=1. The reactants are BrC=1N=C(C(N(C1)C=1C=C(C(=O)NC2CC2)C=C(C1C)F)=O)NC(C)(C1=C(C=CC=C1)OCC1=CC=CC=C1)C (3-[5-bromo-3-[[1-methyl-1-[2-(phenylmethoxy)phenyl]ethyl]amino]-2-oxo-1(2H)-pyrazinyl]-N-cyclopropyl-5-fluoro-4-methyl-benzamide), C(=O)[O-].[NH4+] (ammonium formate). The reagents and catalysts are [Pd] (Pd/C). Conditions: temperature 75 celsius. Product: C1(CC1)NC(C1=CC(=C(C(=C1)N1C(C(=NC=C1)NC(C)(C)C1=C(C=CC=C1)O)=O)C)F)=O (N-Cyclopropyl-3-fluoro-5-[3-[[1-(2-hydroxyphenyl)-1-methylethyl]amino]-2-oxo-1(2H)-pyrazinyl]-4-methyl-benzamide). Yield: 99.8%. As a reaction SMILES: Br[C:2]1[N:3]=[C:4]([NH:23][C:24]([CH3:40])([C:26]2[CH:31]=[CH:30][CH:29]=[CH:28][C:27]=2[O:32]CC2C=CC=CC=2)[CH3:25])[C:5](=[O:22])[N:6]([C:8]2[CH:9]=[C:10]([CH:17]=[C:18]([F:21])[C:19]=2[CH3:20])[C:11]([NH:13][CH:14]2[CH2:16][CH2:15]2)=[O:12])[CH:7]=1.C([O-])=O.[NH4+]>[Pd]>[CH:14]1([NH:13][C:11](=[O:12])[C:10]2[CH:9]=[C:8]([N:6]3[CH:7]=[CH:2][N:3]=[C:4]([NH:23][C:24]([C:26]4[CH:31]=[CH:30][CH:29]=[CH:28][C:27]=4[OH:32])([CH3:25])[CH3:40])[C:5]3=[O:22])[C:19]([CH3:20])=[C:18]([F:21])[CH:17]=2)[CH2:15][CH2:16]1 |f:1.2|. Procedure details: To 3-[5-bromo-3-[[1-methyl-1-[2-(phenylmethoxy)phenyl]ethyl]amino]-2-oxo-1(2H)-pyrazinyl]-N-cyclopropyl-5-fluoro-4-methyl-benzamide (Example 252i, 9.84 g) was added 10% Pd/C (1.729 g) and ammonium formate (14.35 g). The reaction was heated at 75° C. for 2 h then filtered through celite and washed with ethanol. The filtrate was collected and the volatiles removed in vacuo and the resulting crude product was taken up in dichloromethane and washed with water. The organic layer dried (MgSO4) and the... Reactants: C1(CC1)N(S(=O)(=O)C1=C(C=C(C=C1Cl)Cl)Cl)CC(=O)O ([cyclopropyl-(2,4,6-trichlorobenzenesulfonyl)-amino]-acetic acid), CO (MeOH). The solvent is C1CCOC1 (THF), C1CCOC1 (THF). Run at time 18 hour. Yields the product ClC1=C(C(=CC(=C1)Cl)Cl)S(=O)(=O)N(CCO)C1CC1 (2,4,6-Trichloro-N-cyclopropyl-N-(2-hydroxyethyl)-benzenesulfonamide). Reaction SMILES: [CH:1]1([N:4]([CH2:17][C:18](O)=[O:19])[S:5]([C:8]2[C:13]([Cl:14])=[CH:12][C:11]([Cl:15])=[CH:10][C:9]=2[Cl:16])(=[O:7])=[O:6])[CH2:3][CH2:2]1.CO>C1COCC1>[Cl:14][C:13]1[CH:12]=[C:11]([Cl:15])[CH:10]=[C:9]([Cl:16])[C:8]=1[S:5]([N:4]([CH:1]1[CH2:3][CH2:2]1)[CH2:17][CH2:18][OH:19])(=[O:7])=[O:6]. Procedure: A 2 M soln. of borane-dimethylsulfide complex in THF (4.96 ml, 9.92 mmol) was added to a soln. of [cyclopropyl-(2,4,6-trichlorobenzenesulfonyl)-amino]-acetic acid (1.77 g, 4.96 mmol) in anhydrous THF (30 ml) and the mixture was stirred for 1 h, while cooling with ice. The reaction mixture was stirred at RT for approx. 18 h, MeOH (2 ml) was then cautiously added and the mixture was concentrated i. vac. MeOH was repeatedly added to the residue and the mixture concentrated i. vac. 5% strength NaHCO... The reactants are ClC1=C(C#N)C(=CC=C1[N+](=O)[O-])Cl (2,6-dichloro-3-nitrobenzonitrile), SnCl2 dihydrate, [OH-].[Na+] (NaOH). Solvent: O (water), CN(C)C=O (DMF). The product is NC=1C(=C(C#N)C(=CC1)Cl)Cl (3-amino-2,6-dichlorobenzonitrile). RXN SMILES: [Cl:1][C:2]1[C:9]([N+:10]([O-])=O)=[CH:8][CH:7]=[C:6]([Cl:13])[C:3]=1[C:4]#[N:5].[OH-].[Na+]>CN(C=O)C.O>[NH2:10][C:9]1[C:2]([Cl:1])=[C:3]([C:6]([Cl:13])=[CH:7][CH:8]=1)[C:4]#[N:5] |f:1.2|. Procedure details: A solution of 2,6-dichloro-3-nitrobenzonitrile (1.38 mmol) and SnCl2 dihydrate (4.15 mmol) in 3 mL DMF was heated to 100° C. for 10 min under microwave conditions. The reaction mixture was diluted with water, basified with 1M NaOH solution to pH 11-12 and extracted with EtOAc (3×). The combined organic layers were washed with brine, dried over MgSO4 and concentrated in vacuo to give the desired product as brown solid; The reactants are CCOC(=O)C=Cc1ccc(C(C)(C)C)cc1, C=[N+]=[N-], CC(=O)[O-], CC(=O)[O-], [Pd+2]. The product is CCOC(=O)C1CC1c1ccc(C(C)(C)C)cc1. RXN SMILES: [C:1]([CH3:2])([CH3:3])([CH3:4])[c:5]1[cH:6][cH:7][c:8]([CH:11]=[CH:12][C:13](=[O:14])[O:15][CH2:16][CH3:17])[cH:9][cH:10]1.[N+:18](=[N-:19])=[CH2:20].[O-:22][C:23]([CH3:24])=[O:25].[O-:26][C:27]([CH3:28])=[O:29].[Pd+2:21]>>[C:1]([CH3:2])([CH3:3])([CH3:4])[c:5]1[cH:6][cH:7][c:8]([CH:11]2[CH:12]([C:13](=[O:14])[O:15][CH2:16][CH3:17])[CH2:20]2)[cH:9][cH:10]1. The reactants are COc1cccc2c1CCCC2=O, C=CBr, [Cl-], I, [Mg], [NH4+], C1CCOC1. Product: C=CC1(O)CCCc2c(OC)cccc21. Reaction SMILES: [CH3:6][O:7][c:8]1[c:9]2[c:14]([cH:15][cH:16][cH:17]1)[C:13](=[O:18])[CH2:12][CH2:11][CH2:10]2.[CH:3](=[CH2:4])[Br:5].[Cl-:19].[I:2].[Mg:1].[NH4+:20].[O:21]1[CH2:22][CH2:23][CH2:24][CH2:25]1>>[CH:3](=[CH2:4])[C:13]1([OH:18])[CH2:12][CH2:11][CH2:10][c:9]2[c:8]([O:7][CH3:6])[cH:17][cH:16][cH:15][c:14]21.